Dataset: the Open Reaction Database (ORD), a public repository of structured organic reaction records. Task: describe an organic reaction: reactants, conditions, products, and yield Starting materials: C([O-])([O-])=O.[Na+].[Na+] (sodium carbonate), C([O-])(O)=O.[Na+] (sodium bicarbonate), Cl.NO (hydroxylamine hydrochloride), C1=CC=C2C(=C1)C(=O)C3=C(C=C(C(=C3C2=O)N)S(=O)(=O)[O-])Br.[Na+] (bromaminic acid sodium salt), C1(=CC=C(C=C1)S(=O)(=O)N)C (p-toluene sulphonamide). The reagents and catalysts are O.O.O.O.O.S(=O)(=O)([O-])[O-].[Cu+2] (Copper (II) sulphate pentahydrate). The solvent is O (water), O (water). Reaction conditions: temperature 70 celsius. Yields the product [Na+].NC1=C(C=C(C=2C(C3=CC=CC=C3C(C12)=O)=O)NS(=O)(=O)C1=CC=C(C=C1)C)S(=O)(=O)[O-] (1-amino-4-(4'-methylphenylsulphonamido)-anthraquinone-2-sulphonic acid sodium salt). Yield: 94.0%. RXN SMILES: Cl.NO.[CH:4]1[CH:9]=[C:8]2[C:10]([C:12]3[C:17]([C:18](=[O:19])[C:7]2=[CH:6][CH:5]=1)=[C:16]([NH2:20])[C:15]([S:21]([O-:24])(=[O:23])=[O:22])=[CH:14][C:13]=3Br)=[O:11].[Na+:26].[C:27]1([CH3:37])[CH:32]=[CH:31][C:30]([S:33]([NH2:36])(=[O:35])=[O:34])=[CH:29][CH:28]=1.C(=O)([O-])[O-].[Na+].[Na+].C(=O)(O)[O-].[Na+]>O.O.O.O.O.O.S([O-])([O-])(=O)=O.[Cu+2]>[Na+:26].[NH2:20][C:16]1[C:17]2[C:18](=[O:19])[C:7]3[C:8](=[CH:9][CH:4]=[CH:5][CH:6]=3)[C:10](=[O:11])[C:12]=2[C:13]([NH:36][S:33]([C:30]2[CH:31]=[CH:32][C:27]([CH3:37])=[CH:28][CH:29]=2)(=[O:34])=[O:35])=[CH:14][C:15]=1[S:21]([O-:24])(=[O:22])=[O:23] |f:0.1,2.3,5.6.7,8.9,11.12.13.14.15.16.17,18.19|. Reported procedure: Copper (II) sulphate pentahydrate (0.122 g, 0.0005 mol) and hydroxylamine hydrochloride (1.12 g, 0.016 mol) are added to a mixture of bromaminic acid sodium salt (38.2 g, 0.1 mol) and p-toluene sulphonamide (18.8 g, 0.11 mol) in water (250 ml) containing sodium carbonate (3.8 g) and sodium bicarbonate (19.0 g). The mixture which has a pH of 8.5-9.0, is heated to 70° C. for 6 hours. The resulting mixture is diluted with water to a volume of 750 ml and cooled to 40° C. The solid product is filtere... The reactants are CC(C)(C)OC(=O)c1ccccc1-c1ccc(CBr)c(F)c1, O=C([O-])[O-], CCCc1cc(C(=O)OCC)[nH]n1, CCOC(C)=O, [K+], [K+], CN(C)C=O. Product: CCCc1cc(C(=O)OCC)nn1Cc1ccc(-c2ccccc2C(=O)OC(C)(C)C)cc1F. Reaction SMILES: [C:14]([CH3:15])([CH3:16])([CH3:17])[O:18][C:19](=[O:20])[c:21]1[c:22](-[c:27]2[cH:28][c:29]([F:35])[c:30]([CH2:33][Br:34])[cH:31][cH:32]2)[cH:23][cH:24][cH:25][cH:26]1.[C:36](=[O:37])([O-:38])[O-:39].[CH2:1]([CH2:2][CH3:3])[c:4]1[n:5][nH:6][c:7]([C:9](=[O:10])[O:11][CH2:12][CH3:13])[cH:8]1.[CH3:47][CH2:48][O:49][C:50]([CH3:51])=[O:52].[K+:40].[K+:41].[O:42]=[CH:43][N:44]([CH3:45])[CH3:46]>>[CH2:1]([CH2:2][CH3:3])[c:4]1[n:5]([CH2:33][c:30]2[c:29]([F:35])[cH:28][c:27](-[c:22]3[c:21]([C:19]([O:18][C:14]([CH3:15])([CH3:16])[CH3:17])=[O:20])[cH:26][cH:25][cH:24][cH:23]3)[cH:32][cH:31]2)[n:6][c:7]([C:9](=[O:10])[O:11][CH2:12][CH3:13])[cH:8]1. As a reaction SMILES: [C:34]([c:35]1[cH:36][cH:37][cH:38][cH:39][cH:40]1)(=[O:41])[Cl:42].[C:46](=[O:47])([O-:48])[OH:49].[Cl:43][CH2:44][Cl:45].[ClH:1].[NH2:2][CH2:3][CH:4]1[CH2:5][c:6]2[n:7]([c:8]3[cH:9][cH:10][cH:11][cH:12][c:13]3[c:14]2[C:15]2=[C:19]([c:20]3[cH:21][n:22]([CH3:29])[c:23]4[cH:24][cH:25][cH:26][cH:27][c:28]34)[C:18](=[O:30])[NH:17][C:16]2=[O:31])[CH2:32][CH2:33]1.[Na+:50]>>[NH:2]([CH2:3][CH:4]1[CH2:5][c:6]2[n:7]([c:8]3[cH:9][cH:10][cH:11][cH:12][c:13]3[c:14]2[C:15]2=[C:19]([c:20]3[cH:21][n:22]([CH3:29])[c:23]4[cH:24][cH:25][cH:26][cH:27][c:28]34)[C:18](=[O:30])[NH:17][C:16]2=[O:31])[CH2:32][CH2:33]1)[C:34]([c:35]1[cH:36][cH:37][cH:38][cH:39][cH:40]1)=[O:41]. Reactants: O=C(Cl)c1ccccc1, O=C([O-])O, ClCCl, Cl, Cn1cc(C2=C(c3c4n(c5ccccc35)CCC(CN)C4)C(=O)NC2=O)c2ccccc21, [Na+]. Yields the product Cn1cc(C2=C(c3c4n(c5ccccc35)CCC(CNC(=O)c3ccccc3)C4)C(=O)NC2=O)c2ccccc21. Reactants: [BH3-]C#N, CC(=O)O, [Na+], [Na+], CC(C)(C)OC(=O)NN=C1CCOC1, [OH-], O. As a reaction SMILES: [C:19]([BH3-:20])#[N:21].[CH3:15][C:16](=[O:17])[OH:18].[Na+:22].[Na+:24].[O:1]1[CH2:2][C:3](=[N:6][NH:7][C:8](=[O:9])[O:10][C:11]([CH3:12])([CH3:13])[CH3:14])[CH2:4][CH2:5]1.[OH-:23].[OH2:25]>>[O:1]1[CH2:2][CH:3]([NH:6][NH:7][C:8](=[O:9])[O:10][C:11]([CH3:12])([CH3:13])[CH3:14])[CH2:4][CH2:5]1. Yields the product CC(C)(C)OC(=O)NNC1CCOC1. Reactants: C1CNCCN1, CO, Clc1ccncc1Oc1ccccc1. The product is c1ccc(Oc2cnccc2N2CCNCC2)cc1. Reaction SMILES: [CH2:15]1[CH2:16][NH:17][CH2:18][CH2:19][NH:20]1.[CH3:21][OH:22].[Cl:1][c:2]1[c:3]([O:8][c:9]2[cH:10][cH:11][cH:12][cH:13][cH:14]2)[cH:4][n:5][cH:6][cH:7]1>>[c:2]1([N:17]2[CH2:16][CH2:15][NH:20][CH2:19][CH2:18]2)[c:3]([O:8][c:9]2[cH:10][cH:11][cH:12][cH:13][cH:14]2)[cH:4][n:5][cH:6][cH:7]1. Starting materials: Fc1cccc(Br)c1, CN1CCC(O)CC1, [H-], [Na+], CN(C)C=O. The product is CN1CCC(Oc2cccc(Br)c2)CC1. RXN SMILES: [Br:11][c:12]1[cH:13][c:14]([F:18])[cH:15][cH:16][cH:17]1.[CH3:1][N:2]1[CH2:3][CH2:4][CH:5]([OH:8])[CH2:6][CH2:7]1.[H-:9].[Na+:10].[O:19]=[CH:20][N:21]([CH3:22])[CH3:23]>>[CH3:1][N:2]1[CH2:3][CH2:4][CH:5]([O:8][c:14]2[cH:13][c:12]([Br:11])[cH:17][cH:16][cH:15]2)[CH2:6][CH2:7]1.